Dataset: the Open Reaction Database (ORD), a public repository of structured organic reaction records. Task: describe an organic reaction: reactants, conditions, products, and yield The reactants are ClC1=NC=C(C(=O)Cl)C=C1 (6-chloronicotinoyl chloride), [Cl-].[Al+3].[Cl-].[Cl-] (Aluminum chloride), [OH-].[Na+] (NaOH), CCOC(=O)C (EtOAc). Run in C1=CC=CC=C1 (benzene), C1=CC=CC=C1 (benzene). Product: ClC1=NC=C(C=C1)C(C1=CC=CC=C1)=O (2-Chloro-5-benzoylpyridine). Reaction SMILES: [Cl-].[Al+3].[Cl-].[Cl-].[Cl:5][C:6]1[CH:14]=[CH:13][C:9]([C:10](Cl)=[O:11])=[CH:8][N:7]=1.CCO[C:18]([CH3:20])=O.[OH-].[Na+]>C1C=CC=CC=1>[Cl:5][C:6]1[CH:14]=[CH:13][C:9]([C:10](=[O:11])[C:20]2[CH:18]=[CH:14][CH:13]=[CH:9][CH:8]=2)=[CH:8][N:7]=1 |f:0.1.2.3,6.7|. Procedure details: Aluminum chloride (100 g, 0.730 mol) was suspended in 200 ml benzene under N2. A solution of 6-chloronicotinoyl chloride (53 g, 0.30 mol) in 100 ml benzene was added to the rapidly stirring suspension then refluxed overnight. The reaction was cooled to RT, 1 L EtOAc was added, and the pH was adjusted to 8.5 with 5N NaOH. Aluminum salts precipitated and were filtered away. The filtrate was washed with H2O, dried over Na2SO4, and concentrated in vacuo. The resulting tan solid was recrystallized fr... As a reaction SMILES: Cl[C:2]1[S:3][C:4]2[CH:10]=[C:9]([Cl:11])[CH:8]=[CH:7][C:5]=2[N:6]=1.Cl.C([OH:15])C>>[Cl:11][C:9]1[CH:8]=[CH:7][C:5]2[NH:6][C:2](=[O:15])[S:3][C:4]=2[CH:10]=1. Solvent: mixture. Reported procedure: 4.081 gm (0.02 mol) of 2,6-dichloro-benzothiazole were refluxed for 4 hours in 100 ml of a mixture of equal parts of ethanol and concentrated hydrochloric acid. After distilling the reaction mixture with 100 ml of water, the resulting precipitate was filtered off and washed thoroughly with water. For further purification the precipitate was taken up in aqueous 10% sodium hydroxide, the solution was filtered, and the filtrate was extracted twice with 100 ml each of ether. The aqueous phase was ac... Reactants: ClC=1SC2=C(N1)C=CC(=C2)Cl (2,6-dichloro-benzothiazole), Cl (hydrochloric acid), C(C)O (ethanol), product. Yields the product ClC1=CC2=C(NC(S2)=O)C=C1 (6-Chloro-2(3H)-benzothiazolone). As a reaction SMILES: [CH3:1][O:2][C:3](=[O:4])[c:5]1[cH:6][cH:7][c:8]2[c:9]([CH2:14][CH3:15])[n:10][nH:11][c:12]2[cH:13]1.[CH:16]1([CH2:19][Br:20])[CH2:17][CH2:18]1>>[CH3:1][O:2][C:3](=[O:4])[c:5]1[cH:6][cH:7][c:8]2[c:9]([CH2:14][CH3:15])[n:10][n:11]([CH2:19][CH:16]3[CH2:17][CH2:18]3)[c:12]2[cH:13]1. Reactants: CCc1n[nH]c2cc(C(=O)OC)ccc12, BrCC1CC1. The product is CCc1nn(CC2CC2)c2cc(C(=O)OC)ccc12. Isolated yield 13.3%. Reaction SMILES: C([O:3][CH2:4][CH2:5][CH2:6][N:7]1[C:12](=[O:13])[C:11]2[C:14]([CH2:26][C:27]3[CH:32]=[CH:31][C:30]([Cl:33])=[CH:29][CH:28]=3)=[C:15]([O:18][C:19]3[CH:20]=[N:21][CH:22]=[C:23]([F:25])[CH:24]=3)[CH:16]=[N:17][C:10]=2[N:9]([CH3:34])[C:8]1=[O:35])=O.O[Li].O>C1COCC1.O.CC(=O)OCC>[Cl:33][C:30]1[CH:29]=[CH:28][C:27]([CH2:26][C:14]2[C:11]3[C:12](=[O:13])[N:7]([CH2:6][CH2:5][CH2:4][OH:3])[C:8](=[O:35])[N:9]([CH3:34])[C:10]=3[N:17]=[CH:16][C:15]=2[O:18][C:19]2[CH:20]=[N:21][CH:22]=[C:23]([F:25])[CH:24]=2)=[CH:32][CH:31]=1 |f:1.2|. Product: ClC1=CC=C(CC2=C(C=NC=3N(C(N(C(C32)=O)CCCO)=O)C)OC=3C=NC=C(C3)F)C=C1 (5-(4-chlorobenzyl)-6-((5-fluoropyridin-3-yl)oxy)-3-(3-hydroxypropyl)-1-methyl pyrido[2,3-d]pyrimidine-2,4(1H,3H)-dione). Starting materials: C(=O)OCCCN1C(N(C2=C(C1=O)C(=C(C=N2)OC=2C=NC=C(C2)F)CC2=CC=C(C=C2)Cl)C)=O (3-(5-(4-chlorobenzyl)-6-((5-fluoropyridin-3-yl)oxy)-1-methyl-2,4-dioxo-1,2-dihydropyrido[2,3-d]pyrimidin-3(4H)-yl)propyl formate), O[Li].O (LiOH.H2O). Reaction conditions: time 30 minute. Solvent: C1CCOC1 (THF), O (water), CC(OCC)=O (EA), O (water). Procedure: To a solution of 3-(5-(4-chlorobenzyl)-6-((5-fluoropyridin-3-yl)oxy)-1-methyl-2,4-dioxo-1,2-dihydropyrido[2,3-d]pyrimidin-3(4H)-yl)propyl formate (32 mg, 0.064 mmol) in THF (6 mL) and water (6 mL) was added LiOH.H2O (5.38 mg, 0.128 mmol). The reaction was stirred at RT for 30 min then diluted with EA (10 mL) and water (10 mL). The organic layer was dried over Na2SO4 and concentrated to a residue which was purified by Prep TLC eluted with PE/EA (1:1) and then Prep HPLC to give 5-(4-chlorobenzyl)-... The reactants are C(#N)C(C(=O)OC)=C(SC)SC (2-Cyano-3,3-bis(methylthio)-2-propenoic acid, methyl ester), Cl.CC(C(N)=N)C (2-methylpropanimidamide hydrochloride), [H-].[Na+] (sodium hydride), O (Water). Run in CN(C=O)C (dimethylformamide), CN(C=O)C (dimethylformamide), CN(C=O)C (dimethylformamide). Run at temperature 25 celsius, time 1 hour. Yields the product CC(C)C=1NC(=C(C(N1)=O)C#N)SC (1,4-Dihydro-2-(1-methylethyl)-6-(methylthio)-4-oxo-5-pyrimidinecarbonitrile). Isolated yield 89.7%. Reaction SMILES: Cl.[CH3:2][CH:3]([CH3:7])[C:4](=[NH:6])[NH2:5].[H-].[Na+].[C:10]([C:12](=[C:17](SC)[S:18][CH3:19])[C:13](OC)=[O:14])#[N:11].O>CN(C)C=O>[CH3:2][CH:3]([C:4]1[NH:6][C:17]([S:18][CH3:19])=[C:12]([C:10]#[N:11])[C:13](=[O:14])[N:5]=1)[CH3:7] |f:0.1,2.3|. Procedure: A solution of 2-methylpropanimidamide hydrochloride (7.0 g, described in Example 7) in dimethylformamide (15 mL) was added dropwise to a suspension of sodium hydride (3.0 g, 50% in mineral oil, prewashed with hexane) in dimethylformamide (15 mL) and the whole mixture was left at 25° C. for 1 hr. 2-Cyano-3,3-bis(methylthio)-2-propenoic acid, methyl ester (6.5 g) in dimethylformamide (15 mL) was then added dropwise, and the reaction mixture was stirred for an additional 4 hr at 25° C. Water (25 mL... Starting materials: OC1=C(C=C(C(=O)N2CCN(CCC2)C(=O)OCC2=CC=CC=C2)C=C1C(C)(C)C)C(C)(C)C (1-(4-Hydroxy-3,5-di-tert.-butylbenzoyl)-4-benzyloxycarbonylhomopiperazine), [H][H] (hydrogen). The reagents and catalysts are [Pd] (palladium black). Solvent: C(C)(=O)O (acetic acid). Run at time 7 hour. Yields the product OC1=C(C=C(C(=O)N2CCNCCC2)C=C1C(C)(C)C)C(C)(C)C (1-(4-Hydroxy-3,5-di-tert.-butylbenzoyl)homopiperazine). RXN SMILES: [OH:1][C:2]1[C:26]([C:27]([CH3:30])([CH3:29])[CH3:28])=[CH:25][C:5]([C:6]([N:8]2[CH2:14][CH2:13][CH2:12][N:11](C(OCC3C=CC=CC=3)=O)[CH2:10][CH2:9]2)=[O:7])=[CH:4][C:3]=1[C:31]([CH3:34])([CH3:33])[CH3:32].[H][H]>[Pd].C(O)(=O)C>[OH:1][C:2]1[C:3]([C:31]([CH3:33])([CH3:32])[CH3:34])=[CH:4][C:5]([C:6]([N:8]2[CH2:14][CH2:13][CH2:12][NH:11][CH2:10][CH2:9]2)=[O:7])=[CH:25][C:26]=1[C:27]([CH3:30])([CH3:29])[CH3:28]. Procedure: A mixture of 46.6 g (0.1 mol) of 1-(4-hydroxy-3,5-di-tert.-butylbenzoyl)-4-benzyloxycarbonylhomopiperazine (Example 1), 350 ml of glacial acetic acid and 2.3 g of palladium black is treated with hydrogen while stirring at 70°-80° C. for about 7 hours. The catalyst is then filtered off, and the solvent is removed by distillation under reduced pressure. The residue is dissolved in methylene chloride, and the solution is extracted by shaking with dilute sodium hydroxide solution and separated off. ... Starting materials: Cc1ccc(S(=O)(=O)Cl)cc1, CC1(C)Cc2cc(C(=O)O)ccc2NC1c1ccc(N)cc1, c1ccncc1. Product: Cc1ccc(S(=O)(=O)Nc2ccc(C3Nc4ccc(C(=O)O)cc4CC3(C)C)cc2)cc1. Reaction SMILES: [CH3:23][c:24]1[cH:25][cH:26][c:27]([S:30](=[O:31])(=[O:32])[Cl:33])[cH:28][cH:29]1.[NH2:1][c:2]1[cH:3][cH:4][c:5]([CH:8]2[NH:9][c:10]3[cH:11][cH:12][c:13]([C:20](=[O:21])[OH:22])[cH:14][c:15]3[CH2:16][C:17]2([CH3:18])[CH3:19])[cH:6][cH:7]1.[cH:34]1[cH:35][cH:36][n:37][cH:38][cH:39]1>>[NH:1]([c:2]1[cH:3][cH:4][c:5]([CH:8]2[NH:9][c:10]3[cH:11][cH:12][c:13]([C:20](=[O:21])[OH:22])[cH:14][c:15]3[CH2:16][C:17]2([CH3:18])[CH3:19])[cH:6][cH:7]1)[S:30]([c:27]1[cH:26][cH:25][c:24]([CH3:23])[cH:29][cH:28]1)(=[O:31])=[O:32].